describe an organic reaction: reactants, conditions, products, and yield From a dataset of the Open Reaction Database (ORD), a public repository of structured organic reaction records. The reactants are CN(C=O)C (N,N-dimethylformamide), C(CCCCCCCCCCC)S(=O)(=O)C1=C(C(=O)O)C=CC=C1 (o-dodecanesulfonylbenzoic acid), C(C(=O)Cl)(=O)Cl (oxalyl chloride). Solvent: C(Cl)Cl (methylene chloride). Product: C(CCCCCCCCCCC)S(=O)(=O)C1=C(C(=O)Cl)C=CC=C1 (o-dodecanesulfonylbenzoyl chloride). As a reaction SMILES: [CH2:1]([S:13]([C:16]1[CH:24]=[CH:23][CH:22]=[CH:21][C:17]=1[C:18](O)=[O:19])(=[O:15])=[O:14])[CH2:2][CH2:3][CH2:4][CH2:5][CH2:6][CH2:7][CH2:8][CH2:9][CH2:10][CH2:11][CH3:12].CN(C)C=O.C(Cl)(=O)C([Cl:33])=O>C(Cl)Cl>[CH2:1]([S:13]([C:16]1[CH:24]=[CH:23][CH:22]=[CH:21][C:17]=1[C:18]([Cl:33])=[O:19])(=[O:15])=[O:14])[CH2:2][CH2:3][CH2:4][CH2:5][CH2:6][CH2:7][CH2:8][CH2:9][CH2:10][CH2:11][CH3:12]. Reported procedure: The o-dodecanesulfonylbenzoic acid (30.0 g, 0.084 mol) was dissolved in 100 ml of methylene chloride, then 0.5 ml of N,N-dimethylformamide was added, and they were stirred at room temperature. Then 12 ml of oxalyl chloride was added dropwise over 15 min, and after the addition the reaction mixture was stirred for 1 hour. The reaction solution was concentrated, to obtain o-dodecanesulfonylbenzoyl chloride. Starting materials: ClC(Cl)(Br)C(Cl)(Cl)Br, CCc1cc2ccccn2n1, C1CCOC1, O. The product is CCc1cc2cccc(Br)n2n1. As a reaction SMILES: [Br:12][C:13]([Cl:14])([Cl:15])[C:16]([Br:17])([Cl:18])[Cl:19].[CH2:1]([CH3:2])[c:3]1[n:4][n:5]2[c:6]([cH:7][cH:8][cH:9][cH:10]2)[cH:11]1.[O:21]1[CH2:22][CH2:23][CH2:24][CH2:25]1.[OH2:20]>>[CH2:1]([CH3:2])[c:3]1[n:4][n:5]2[c:6]([cH:7][cH:8][cH:9][c:10]2[Br:12])[cH:11]1. Starting materials: O=C(O)C(=NOC(c1ccccc1)(c1ccccc1)c1ccccc1)c1csc(NC(c2ccccc2)(c2ccccc2)c2ccccc2)n1, O=C1CCC(=O)N1Cl, CN(C)C=O, O. The product is O=C(O)C(=NOC(c1ccccc1)(c1ccccc1)c1ccccc1)c1nc(NC(c2ccccc2)(c2ccccc2)c2ccccc2)sc1Cl. RXN SMILES: [C:1]([c:2]1[cH:3][cH:4][cH:5][cH:6][cH:7]1)([c:8]1[cH:9][cH:10][cH:11][cH:12][cH:13]1)([c:14]1[cH:15][cH:16][cH:17][cH:18][cH:19]1)[NH:20][c:21]1[s:22][cH:23][c:24]([C:26]([C:27](=[O:28])[OH:29])=[N:30][O:31][C:32]([c:33]2[cH:34][cH:35][cH:36][cH:37][cH:38]2)([c:39]2[cH:40][cH:41][cH:42][cH:43][cH:44]2)[c:45]2[cH:46][cH:47][cH:48][cH:49][cH:50]2)[n:25]1.[Cl:51][N:52]1[C:53](=[O:54])[CH2:55][CH2:56][C:57]1=[O:58].[O:60]=[CH:61][N:62]([CH3:63])[CH3:64].[OH2:59]>>[C:1]([c:2]1[cH:3][cH:4][cH:5][cH:6][cH:7]1)([c:8]1[cH:9][cH:10][cH:11][cH:12][cH:13]1)([c:14]1[cH:15][cH:16][cH:17][cH:18][cH:19]1)[NH:20][c:21]1[s:22][c:23]([Cl:51])[c:24]([C:26]([C:27](=[O:28])[OH:29])=[N:30][O:31][C:32]([c:33]2[cH:34][cH:35][cH:36][cH:37][cH:38]2)([c:39]2[cH:40][cH:41][cH:42][cH:43][cH:44]2)[c:45]2[cH:46][cH:47][cH:48][cH:49][cH:50]2)[n:25]1. Reactants: C(C)N1C(C(=CC=C1)O)=O.[Zn] (zinc 1-ethyl-3-hydroxypyrid-2-one), OC1=C(N(C=CC1=O)C)C (3-hydroxy-1,2-dimethylpyrid-4-one). The solvent is C(C)O (ethanol). The product is OC1=C(N(C=CC1=O)C)C.[Zn] (zinc 3-hydroxy-1,2-dimethylpyrid-4-one). Reaction SMILES: C(N1C=CC=C(O)C1=O)C.[Zn:11].[OH:12][C:13]1[C:18](=[O:19])[CH:17]=[CH:16][N:15]([CH3:20])[C:14]=1[CH3:21]>C(O)C>[OH:12][C:13]1[C:18](=[O:19])[CH:17]=[CH:16][N:15]([CH3:20])[C:14]=1[CH3:21].[Zn:11] |f:0.1,4.5|. Procedure: The procedure described under (A) is followed with 3-hydroxy-1,2-dimethylpyrid-4-one in place of 1-ethyl-3-hydroxypyrid-2-one to give the neutral 2:1 complex from ethanol as a white crystalline solid in essentially quantitative yield, m.p. 190° C. (with decomposition); νmax 1655, 1612 cm-1 ; δ(d6DMSO); 7.53 (d, 1H), 6.20 (d, 1H), 3.70 (s, 3H), 2.33 (s, 3H). Starting materials: CCO, CCc1nn2c(N3CCN(C)CC3)cc(Cl)nc2c1S(=O)(=O)c1ccccc1. Yields the product CCc1nn2c(N3CCN(C)CC3)ccnc2c1S(=O)(=O)c1ccccc1. As a reaction SMILES: [CH3:29][CH2:30][OH:31].[c:1]1([S:7](=[O:8])(=[O:9])[c:10]2[c:11]([CH2:27][CH3:28])[n:12][n:13]3[c:14]2[n:15][c:16]([Cl:26])[cH:17][c:18]3[N:19]2[CH2:20][CH2:21][N:22]([CH3:25])[CH2:23][CH2:24]2)[cH:2][cH:3][cH:4][cH:5][cH:6]1>>[c:1]1([S:7](=[O:8])(=[O:9])[c:10]2[c:11]([CH2:27][CH3:28])[n:12][n:13]3[c:14]2[n:15][cH:16][cH:17][c:18]3[N:19]2[CH2:20][CH2:21][N:22]([CH3:25])[CH2:23][CH2:24]2)[cH:2][cH:3][cH:4][cH:5][cH:6]1. Starting materials: NC=1C=C(C=NC1)C=1C2=C(N(C(C(N1)CC1=C(C=CC=C1)Cl)=O)CC1=CC=C(C=C1)OC)C=CC(=C2)Cl (5-(5-Aminopyridin-3-yl)-7-chloro-3-(2-chlorobenzyl)-1-(4-methoxybenzyl)-1H-benzo[e][1,4]diazepin-2(3H)-one), [Cl-].[Al+3].[Cl-].[Cl-] (aluminum chloride). The solvent is C1(=CC=CC=C1)OC (anisole). Conditions: temperature 85 celsius, time 1 hour. Yields the product NC=1C=C(C=NC1)C=1C2=C(NC(C(N1)CC1=C(C=CC=C1)Cl)=O)C=CC(=C2)Cl (5-(5-Aminopyridin-3-yl)-7-chloro-3-(2-chlorobenzyl)-1H-benzo[e][1,4]diazepin-2(3H)-one). Yield: 33.0%. Reaction SMILES: [NH2:1][C:2]1[CH:3]=[C:4]([C:8]2[C:9]3[CH:36]=[C:35]([Cl:37])[CH:34]=[CH:33][C:10]=3[N:11](CC3C=CC(OC)=CC=3)[C:12](=[O:23])[CH:13]([CH2:15][C:16]3[CH:21]=[CH:20][CH:19]=[CH:18][C:17]=3[Cl:22])[N:14]=2)[CH:5]=[N:6][CH:7]=1.[Cl-].[Al+3].[Cl-].[Cl-]>C1(OC)C=CC=CC=1>[NH2:1][C:2]1[CH:3]=[C:4]([C:8]2[C:9]3[CH:36]=[C:35]([Cl:37])[CH:34]=[CH:33][C:10]=3[NH:11][C:12](=[O:23])[CH:13]([CH2:15][C:16]3[CH:21]=[CH:20][CH:19]=[CH:18][C:17]=3[Cl:22])[N:14]=2)[CH:5]=[N:6][CH:7]=1 |f:1.2.3.4|. Procedure details: 5-(5-Aminopyridin-3-yl)-7-chloro-3-(2-chlorobenzyl)-1-(4-methoxybenzyl)-1H-benzo[e][1,4]diazepin-2(3H)-one (90 mg) was dissolved in anisole (5 mL) and aluminum chloride (90 mg, 4 eq) was then added. The suspension was heated to 85° C. under nitrogen gas for two hours, and then it was cooled to room temperature and poured onto ice water/EtOAc 1:1 (30 mL:30 g). The slurry was stirred vigorously for 1 hour, and the organic phase was then separated and washed with brine. The organic phase was dried ... Product: O=C1NC(=O)C(Cc2ccc(N3CCC(NCC(O)COc4ccc(O)cc4)CC3)cc2)S1. Starting materials: NCC(O)COc1ccc(O)cc1, O=C1CCN(c2ccc(CC3SC(=O)NC3=O)cc2)CC1. Reaction SMILES: [NH2:22][CH2:23][CH:24]([CH2:25][O:26][c:27]1[cH:28][cH:29][c:30]([OH:33])[cH:31][cH:32]1)[OH:34].[O:1]=[C:2]1[CH2:3][CH2:4][N:5]([c:8]2[cH:9][cH:10][c:11]([CH2:12][CH:13]3[C:14](=[O:19])[NH:15][C:16](=[O:18])[S:17]3)[cH:20][cH:21]2)[CH2:6][CH2:7]1>>[CH:2]1([NH:22][CH2:23][CH:24]([CH2:25][O:26][c:27]2[cH:28][cH:29][c:30]([OH:33])[cH:31][cH:32]2)[OH:34])[CH2:3][CH2:4][N:5]([c:8]2[cH:9][cH:10][c:11]([CH2:12][CH:13]3[C:14](=[O:19])[NH:15][C:16](=[O:18])[S:17]3)[cH:20][cH:21]2)[CH2:6][CH2:7]1. Starting materials: COCCOC, COc1cc(B2OC(C)(C)C(C)(C)O2)ccc1NC(=O)c1cc2ccccc2n1C, Nc1ncnc2c1c(I)nn2-c1cc[n+]([O-])cc1, [Na+], [Na+], O=C([O-])[O-], O, c1ccc(P(c2ccccc2)(c2ccccc2)[Pd](P(c2ccccc2)(c2ccccc2)c2ccccc2)(P(c2ccccc2)(c2ccccc2)c2ccccc2)P(c2ccccc2)(c2ccccc2)c2ccccc2)cc1. Product: COc1cc(-c2nn(-c3cc[n+]([O-])cc3)c3ncnc(N)c23)ccc1NC(=O)c1cc2ccccc2n1C. RXN SMILES: [CH2:55]([CH2:56][O:57][CH3:58])[O:59][CH3:60].[CH3:19][O:20][c:21]1[c:22]([NH:36][C:37](=[O:38])[c:39]2[n:40]([CH3:48])[c:41]3[cH:42][cH:43][cH:44][cH:45][c:46]3[cH:47]2)[cH:23][cH:24][c:25]([B:27]2[O:28][C:29]([CH3:30])([CH3:31])[C:32]([CH3:33])([CH3:34])[O:35]2)[cH:26]1.[NH2:1][c:2]1[c:3]2[c:4]([n:5][cH:6][n:7]1)[n:8](-[c:12]1[cH:13][cH:14][n+:15]([O-:18])[cH:16][cH:17]1)[n:9][c:10]2[I:11].[Na+:49].[Na+:50].[O-:51][C:52](=[O:53])[O-:54].[OH2:61].[cH:62]1[cH:63][cH:64][c:65]([P:66]([Pd:67]([P:68]([c:69]2[cH:70][cH:71][cH:72][cH:73][cH:74]2)([c:75]2[cH:76][cH:77][cH:78][cH:79][cH:80]2)[c:81]2[cH:82][cH:83][cH:84][cH:85][cH:86]2)([P:87]([c:88]2[cH:89][cH:90][cH:91][cH:92][cH:93]2)([c:94]2[cH:95][cH:96][cH:97][cH:98][cH:99]2)[c:100]2[cH:101][cH:102][cH:103][cH:104][cH:105]2)[P:106]([c:107]2[cH:108][cH:109][cH:110][cH:111][cH:112]2)([c:113]2[cH:114][cH:115][cH:116][cH:117][cH:118]2)[c:119]2[cH:120][cH:121][cH:122][cH:123][cH:124]2)([c:125]2[cH:126][cH:127][cH:128][cH:129][cH:130]2)[c:131]2[cH:132][cH:133][cH:134][cH:135][cH:136]2)[cH:137][cH:138]1>>[NH2:1][c:2]1[c:3]2[c:4]([n:5][cH:6][n:7]1)[n:8](-[c:12]1[cH:13][cH:14][n+:15]([O-:18])[cH:16][cH:17]1)[n:9][c:10]2-[c:25]1[cH:24][cH:23][c:22]([NH:36][C:37](=[O:38])[c:39]2[n:40]([CH3:48])[c:41]3[cH:42][cH:43][cH:44][cH:45][c:46]3[cH:47]2)[c:21]([O:20][CH3:19])[cH:26]1. The reactants are O=C1CCC(=O)N1Br, ClCCl, O=C(O)C(CC1CCCC1)c1ccc(C(F)(F)F)c(F)c1, Nc1ccccn1, c1ccc(P(c2ccccc2)c2ccccc2)cc1. Yields the product O=C(Nc1ccccn1)C(CC1CCCC1)c1ccc(C(F)(F)F)c(F)c1. Reaction SMILES: [Br:20][N:21]1[C:22](=[O:23])[CH2:24][CH2:25][C:26]1=[O:27].[CH2:56]([Cl:57])[Cl:58].[CH:28]1([CH2:33][CH:34]([C:35](=[O:36])[OH:37])[c:38]2[cH:39][c:40]([F:48])[c:41]([C:44]([F:45])([F:46])[F:47])[cH:42][cH:43]2)[CH2:29][CH2:30][CH2:31][CH2:32]1.[NH2:49][c:50]1[n:51][cH:52][cH:53][cH:54][cH:55]1.[c:1]1([P:2]([c:3]2[cH:4][cH:5][cH:6][cH:7][cH:8]2)[c:9]2[cH:10][cH:11][cH:12][cH:13][cH:14]2)[cH:15][cH:16][cH:17][cH:18][cH:19]1>>[CH:28]1([CH2:33][CH:34]([C:35](=[O:36])[NH:49][c:50]2[n:51][cH:52][cH:53][cH:54][cH:55]2)[c:38]2[cH:39][c:40]([F:48])[c:41]([C:44]([F:45])([F:46])[F:47])[cH:42][cH:43]2)[CH2:29][CH2:30][CH2:31][CH2:32]1. Starting materials: C1CCC2=NCCCN2CC1, O=CC1CCCCC1, ClCCl, O=Nc1ccccc1. Product: O=C(C1CCCCC1)N(O)c1ccccc1. RXN SMILES: [CH2:1]1[CH2:2][CH2:3][C:4]2=[N:9][CH2:8][CH2:7][CH2:6][N:5]2[CH2:10][CH2:11]1.[CH:12]1([CH:18]=[O:19])[CH2:13][CH2:14][CH2:15][CH2:16][CH2:17]1.[Cl:28][CH2:29][Cl:30].[O:20]=[N:21][c:22]1[cH:23][cH:24][cH:25][cH:26][cH:27]1>>[CH:12]1([C:18](=[O:19])[N:21]([OH:20])[c:22]2[cH:23][cH:24][cH:25][cH:26][cH:27]2)[CH2:13][CH2:14][CH2:15][CH2:16][CH2:17]1.